Dataset: the Open Reaction Database (ORD), a public repository of structured organic reaction records. Task: describe an organic reaction: reactants, conditions, products, and yield Starting materials: ClC1=NC(=NC(=C1)C=C)C (4-chloro-2-methyl-6-vinylpyrimidine), [N+](=[N-])=CC(=O)OCC (ethyl diazoacetate). Solvent: C1(=CC=CC=C1)C (toluene), C1(=CC=CC=C1)C (toluene). Conditions: time 2 hour. The product is ClC1=CC(=NC(=N1)C)C1C(C1)C(=O)OCC (ethyl 2-(6-chloro-2-methylpyrimidin-4-yl)cyclopropanecarboxylate). RXN SMILES: [Cl:1][C:2]1[CH:7]=[C:6]([CH:8]=[CH2:9])[N:5]=[C:4]([CH3:10])[N:3]=1.[N+](=[CH:13][C:14]([O:16][CH2:17][CH3:18])=[O:15])=[N-]>C1(C)C=CC=CC=1>[Cl:1][C:2]1[N:3]=[C:4]([CH3:10])[N:5]=[C:6]([CH:8]2[CH2:9][CH:13]2[C:14]([O:16][CH2:17][CH3:18])=[O:15])[CH:7]=1. Procedure: To a solution of 6-2 (15.0 g, 97 mmol) in toluene (300 mL) heating at 100° C. under a nitrogen atmosphere was added a solution of ethyl diazoacetate (30.2 mL, 291 mmol) in toluene (100 mL) over 1.5 h. Heating was continued for 2 h after which the reaction mixture was cooled to room temperature and concentrated to dryness. The residue was partitioned between saturated sodium bicarbonate solution (1 L) and ethyl acetate (1 L). The organic layer was separated, dried over sodium sulfate, filtered an... Reactants: [OH-].[Na+] (sodium hydroxide), OC(CCCN(C#N)CCCCCCC(=O)O)CCCCC (7-[N-(4-hydroxynonyl)cyanamido]heptanoic acid), Cl (hydrochloric acid), OO (hydrogen peroxide). Solvent: O (water), C(C)O (ethanol), O (water). Yields the product OC(CCCN(C(=O)N)CCCCCCC(=O)O)CCCCC (7-[1-(4-hydroxynonyl)ureido]heptanoic acid). As a reaction SMILES: [OH-:1].[Na+].[OH:3][CH:4]([CH2:20][CH2:21][CH2:22][CH2:23][CH3:24])[CH2:5][CH2:6][CH2:7][N:8]([CH2:11][CH2:12][CH2:13][CH2:14][CH2:15][CH2:16][C:17]([OH:19])=[O:18])[C:9]#[N:10].OO.Cl>O.C(O)C>[OH:3][CH:4]([CH2:20][CH2:21][CH2:22][CH2:23][CH3:24])[CH2:5][CH2:6][CH2:7][N:8]([CH2:11][CH2:12][CH2:13][CH2:14][CH2:15][CH2:16][C:17]([OH:19])=[O:18])[C:9]([NH2:10])=[O:1] |f:0.1|. Procedure: To a solution of sodium hydroxide (0.4 g., excess) in water (50 ml.) and ethanol (50 ml.) is added 7-[N-(4-hydroxynonyl)cyanamido]heptanoic acid (1.5 g., 0.005 mole). The clear solution that is obtained is treated with 30% hydrogen peroxide (1.25 ml., excess). At the end of two hours the reaction mixture is poured into water (150 ml.), acidified with hydrochloric acid (dil.) and extracted with methylene chloride (3 × 75 ml.). The organic layer is washed with brine then dried over sodium sulfate.... The reactants are O=C([O-])[O-], CO, [Ca+2], ClI, Nc1ccc(-n2cncn2)cc1, O. Product: Nc1ccc(-n2cncn2)cc1I. Reaction SMILES: [C:13](=[O:14])([O-:15])[O-:16].[CH3:20][OH:21].[Ca+2:17].[I:18][Cl:19].[NH2:1][c:2]1[cH:3][cH:4][c:5](-[n:8]2[n:9][cH:10][n:11][cH:12]2)[cH:6][cH:7]1.[OH2:22]>>[NH2:1][c:2]1[c:3]([I:18])[cH:4][c:5](-[n:8]2[n:9][cH:10][n:11][cH:12]2)[cH:6][cH:7]1. Reactants: I (Hydriodic acid), COC1=C(C=CC=C1SC1=C(C=CC=C1)Cl)CC(=O)O (2-[2-methoxy-3-(2-chlorophenylthio)phenyl]acetic acid), S(=O)(O)[O-].[Na+] (sodium hydrogen sulfite). The solvent is C(C)(=O)OC(C)=O (acetic anhydride). Product: ClC1=C(C=CC=C1)SC1=CC=CC=2CC(OC21)=O (7-(2-chlorophenylthio)-2,3-dihydrobenzofuran-2-one). Isolated yield 87.7%. As a reaction SMILES: I.CO[C:4]1[C:9]([S:10][C:11]2[CH:16]=[CH:15][CH:14]=[CH:13][C:12]=2[Cl:17])=[CH:8][CH:7]=[CH:6][C:5]=1[CH2:18][C:19]([OH:21])=[O:20].S([O-])(O)=O.[Na+]>C(OC(=O)C)(=O)C>[Cl:17][C:12]1[CH:13]=[CH:14][CH:15]=[CH:16][C:11]=1[S:10][C:9]1[C:4]2[O:21][C:19](=[O:20])[CH2:18][C:5]=2[CH:6]=[CH:7][CH:8]=1 |f:2.3|. Procedure details: Hydriodic acid (58%, 10 ml) was added dropwise to a solution of 2-[2-methoxy-3-(2-chlorophenylthio)phenyl]acetic acid (1.4 g) in acetic anhydride (5 ml), and the mixture was refluxed under heating for 15 minutes. After cooling, the reaction mixture was poured into an aqueous solution of sodium hydrogen sulfite. The mixture was extracted with diethyl ether, and the extract was washed with aqueous sodium hydrogen sulfite and water in turn, dried and then evaporated under reduced pressure. To the r...